This data is from the Open Reaction Database (ORD), a public repository of structured organic reaction records. The task is: describe an organic reaction: reactants, conditions, products, and yield Reactants: CCOC(=O)Cn1ccc2ccc(O)cc21, CCCCP(CCCC)CCCC, Cn1nc(-c2ccc(C(F)(F)F)cc2)cc1CCCO. Yields the product CCOC(=O)Cn1ccc2ccc(OCCCc3cc(-c4ccc(C(F)(F)F)cc4)nn3C)cc21. Reaction SMILES: [CH2:1]([CH3:2])[O:3][C:4]([CH2:5][n:6]1[cH:7][cH:8][c:9]2[cH:10][cH:11][c:12]([OH:15])[cH:13][c:14]12)=[O:16].[CH2:37]([P:38]([CH2:39][CH2:40][CH2:41][CH3:42])[CH2:43][CH2:44][CH2:45][CH3:46])[CH2:47][CH2:48][CH3:49].[CH3:17][n:18]1[n:19][c:20](-[c:27]2[cH:28][cH:29][c:30]([C:33]([F:34])([F:35])[F:36])[cH:31][cH:32]2)[cH:21][c:22]1[CH2:23][CH2:24][CH2:25][OH:26]>>[CH2:1]([CH3:2])[O:3][C:4]([CH2:5][n:6]1[cH:7][cH:8][c:9]2[cH:10][cH:11][c:12]([O:15][CH2:25][CH2:24][CH2:23][c:22]3[n:18]([CH3:17])[n:19][c:20](-[c:27]4[cH:28][cH:29][c:30]([C:33]([F:34])([F:35])[F:36])[cH:31][cH:32]4)[cH:21]3)[cH:13][c:14]12)=[O:16].